Dataset: the Open Reaction Database (ORD), a public repository of structured organic reaction records. Task: describe an organic reaction: reactants, conditions, products, and yield Reactants: C(C)(C)(C)OC(=O)NCCCN1C(N(C=C(C1=O)C)CC1=CC=CC=C1)=O (3-(3-tert-butoxycarbonylaminopropyl)-1-benzyl-5-methyl-1H-pyrimidine-2,4-dione), Cl (HCl). The solvent is C(C)(=O)OCC (ethyl acetate). The product is hydrochloride salt, NCCCN1C(N(C=C(C1=O)C)CC1=CC=CC=C1)=O (3-(3-aminopropyl)-1-benzyl-5-methyl-1H-pyrimidine-2,4-dione). As a reaction SMILES: C(OC([NH:8][CH2:9][CH2:10][CH2:11][N:12]1[C:17](=[O:18])[C:16]([CH3:19])=[CH:15][N:14]([CH2:20][C:21]2[CH:26]=[CH:25][CH:24]=[CH:23][CH:22]=2)[C:13]1=[O:27])=O)(C)(C)C.Cl>C(OCC)(=O)C>[NH2:8][CH2:9][CH2:10][CH2:11][N:12]1[C:17](=[O:18])[C:16]([CH3:19])=[CH:15][N:14]([CH2:20][C:21]2[CH:22]=[CH:23][CH:24]=[CH:25][CH:26]=2)[C:13]1=[O:27]. Procedure: To a solution of 3-(3-tert-butoxycarbonylaminopropyl)-1-benzyl-5-methyl-1H-pyrimidine-2,4-dione (1.9 g, 4.5 mmol) in ethyl acetate (200 mL) at −78° C. was added HCl (g) for 5 min. The reaction was warmed to ambient temperature, the excess HCl removed by bubbling through nitrogen gas and then the reaction concentrated to provide the hydrochloride salt of 3-(3-aminopropyl)-1-benzyl-5-methyl-1H-pyrimidine-2,4-dione as a white solid. Reaction SMILES: [F:1][C:2]1[CH:3]=[CH:4][C:5]2[CH:9]=[CH:8][S:7][C:6]=2[C:10]=1[CH2:11][CH2:12][O:13][CH2:14][CH2:15][N:16]([CH3:20])[CH2:17][CH2:18][OH:19].[ClH:21]>C(OCC)(=O)C.C(OC(C)C)(C)C>[ClH:21].[F:1][C:2]1[CH:3]=[CH:4][C:5]2[CH:9]=[CH:8][S:7][C:6]=2[C:10]=1[CH2:11][CH2:12][O:13][CH2:14][CH2:15][N:16]([CH3:20])[CH2:17][CH2:18][OH:19] |f:4.5|. Starting materials: solution, Cl (hydrogen chloride), FC=1C=CC2=C(SC=C2)C1CCOCCN(CCO)C (2-[{2-[2-(6-fluorobenzo[b]thiophen-7-yl)ethoxy]ethyl}-(methyl)amino]-1-ethanol). The product is Cl.FC=1C=CC2=C(SC=C2)C1CCOCCN(CCO)C (2-[{2-[2-(6-fluorobenzo[b]thiophen-7-yl)ethoxy]ethyl}(methyl)-amino]-1-ethanol hydrochloride). Procedure: In 2.9 mL of ethyl acetate is dissolved 0.48 g of 2-[{2-[2-(6-fluorobenzo[b]thiophen-7-yl)ethoxy]ethyl}-(methyl)amino]-1-ethanol, to which is added 0.57 mL of 3.6 mol/L solution of dry hydrogen chloride in ethyl acetate. The mixture is stirred at ambient temperature for one hour. The reaction mixture is diluted with 5 mL of diisopropyl ether and stirred at ambient temperature for one hour. The deposited crystal is collected by filtration, washed with ethyl acetate and dried to obtain 0.45 g of 2... Reaction conditions: time 1 hour. Run in C(C)(=O)OCC (ethyl acetate), C(C)(=O)OCC (ethyl acetate), C(C)(C)OC(C)C (diisopropyl ether).